Dataset: the Open Reaction Database (ORD), a public repository of structured organic reaction records. Task: describe an organic reaction: reactants, conditions, products, and yield Reactants: BrC1=CC(=C(C#N)C=C1)OC (4-bromo-2-methoxybenzonitrile), C(C)(C)N(CC)C(C)C (diisopropylethylamine), C(CCC)[Sn](C=C)(CCCC)CCCC (tributyl(vinyl)tin). The reagents and catalysts are C=1C=CC(=CC1)[P](C=2C=CC=CC2)(C=3C=CC=CC3)[Pd]([P](C=4C=CC=CC4)(C=5C=CC=CC5)C=6C=CC=CC6)([P](C=7C=CC=CC7)(C=8C=CC=CC8)C=9C=CC=CC9)[P](C=1C=CC=CC1)(C=1C=CC=CC1)C=1C=CC=CC1 (Tetrakis(triphenylphosphine)palladium). Solvent: C1(=CC=CC=C1)C (toluene). Run at temperature 90 celsius. Product: C(=C)C1=CC(=C(C=C1)C#N)OC (1-Vinyl-4-cyano-3-methoxybenzene). Isolated yield 91.3%. RXN SMILES: Br[C:2]1[CH:9]=[CH:8][C:5]([C:6]#[N:7])=[C:4]([O:10][CH3:11])[CH:3]=1.[CH:12](N(C(C)C)CC)(C)[CH3:13].C([Sn](CCCC)(CCCC)C=C)CCC>C1(C)C=CC=CC=1.C1C=CC([P]([Pd]([P](C2C=CC=CC=2)(C2C=CC=CC=2)C2C=CC=CC=2)([P](C2C=CC=CC=2)(C2C=CC=CC=2)C2C=CC=CC=2)[P](C2C=CC=CC=2)(C2C=CC=CC=2)C2C=CC=CC=2)(C2C=CC=CC=2)C2C=CC=CC=2)=CC=1>[CH:12]([C:2]1[CH:9]=[CH:8][C:5]([C:6]#[N:7])=[C:4]([O:10][CH3:11])[CH:3]=1)=[CH2:13] |^1:46,48,67,86|. Procedure details: To a solution of 4-bromo-2-methoxybenzonitrile (−0.5 g, 2.36 mmol, 1.0 eq) in toluene (12 mL) was added diisopropylethylamine (0.61 g, 0.82 mL, 4.72 mmol, 2.0 eq), and tributyl(vinyl)tin (1.12 g, 1.03 mL, 3.54 mmol, 1.5 eq). The reaction mixture was degrassed by bubbling agron through the mixture. Tetrakis(triphenylphosphine)palladium (0.10 g, 0.12 mmol, 0.05 eq) was added and the reaction further degassed before heating to 90° C. for 16 hours. The reaction was cooled and partitioned between EtO... Reactants: C(CC(=O)C)(=O)[O-] (acetoacetate), N\C(=C/C(=O)[O-])\C (3-aminocrotonate), [N+](=O)([O-])C=1C=C(C=O)C=CC1 (3-nitrobenzaldehyde). Run in C(C)(C)O (isopropyl alcohol). The product is CC=1NC(=C(C(C1C(=O)O)C1=CC(=CC=C1)[N+](=O)[O-])C(=O)O)C (2,6-dimethyl-4-(3-nitrophenyl)-1,4-dihydropyridine-3,5-dicarboxylic acid). The yield is 73.3%. Reaction SMILES: [C:1]([O-:7])(=[O:6])[CH2:2][C:3]([CH3:5])=O.[NH2:8]/[C:9](/[CH3:14])=[CH:10]\[C:11]([O-:13])=[O:12].[N+:15]([C:18]1[CH:19]=[C:20]([CH:23]=[CH:24][CH:25]=1)[CH:21]=O)([O-:17])=[O:16]>C(O)(C)C>[CH3:5][C:3]1[NH:8][C:9]([CH3:14])=[C:10]([C:11]([OH:13])=[O:12])[CH:21]([C:20]2[CH:23]=[CH:24][CH:25]=[C:18]([N+:15]([O-:17])=[O:16])[CH:19]=2)[C:2]=1[C:1]([OH:7])=[O:6]. Procedure: In 30 ml of isopropyl alcohol were dissolved 1.1 g of 2-nitratopropyl acetoacetate, 1.1 g of 3-nitratopropyl 3-aminocrotonate and 0.79 g of 3-nitrobenzaldehyde. The solution was treated in the manner described in Example 1 to obtain a residue, which was then subjected to column chromatography on silica gel (eluted with n-hexane-ethyl acetate=5:1) and recrystallized from ether to obtain 1.22 g of 2,6-dimethyl-4-(3-nitrophenyl)-1,4-dihydropyridine-3,5-dicarboxylic acid 3-(2-nitratopropyl) ester-5-... The reactants are ClC1=CC=C(C=O)C=C1 (4-chlorobenzaldehyde), C(C)(=O)[O-].[Na+] (sodium acetate), [BH4-].[Na+] (sodium borohydride), C([O-])(O)=O.[Na+] (sodium bicarbonate), Cl.C(C1=CC=CC=C1)OC(=O)NCCC[C@H](N)C(=O)N[C@@H]1[C@@H](CCC1)C(=O)OCC(C1=CC=CC=C1)=O (2-oxo-2-phenylethyl (1R,2S)-2-({N5-[(benzyloxy)carbonyl]-L-ornithyl}amino)cyclopentanecarboxylate hydrochloride). Run in C(Cl)Cl (methylene chloride). Product: C(C1=CC=CC=C1)OC(=O)NCCC[C@H](NCC1=CC=C(C=C1)Cl)C(=O)N[C@@H]1[C@@H](CCC1)C(=O)OCC(C1=CC=CC=C1)=O (2-oxo-2-phenylethyl (1R,2S)-2-({N5-[(benzyloxy)carbonyl]-N2-(4-chlorobenzyl)-L-ornithyl}amino)cyclopentanecarboxylate). Yield: 97.2%. Reaction SMILES: Cl.[CH2:2]([O:9][C:10]([NH:12][CH2:13][CH2:14][CH2:15][C@@H:16]([C:18]([NH:20][C@H:21]1[CH2:25][CH2:24][CH2:23][C@H:22]1[C:26]([O:28][CH2:29][C:30](=[O:37])[C:31]1[CH:36]=[CH:35][CH:34]=[CH:33][CH:32]=1)=[O:27])=[O:19])[NH2:17])=[O:11])[C:3]1[CH:8]=[CH:7][CH:6]=[CH:5][CH:4]=1.[Cl:38][C:39]1[CH:46]=[CH:45][C:42]([CH:43]=O)=[CH:41][CH:40]=1.C([O-])(=O)C.[Na+].[BH4-].[Na+].C(=O)(O)[O-].[Na+]>C(Cl)Cl>[CH2:2]([O:9][C:10]([NH:12][CH2:13][CH2:14][CH2:15][C@@H:16]([C:18]([NH:20][C@H:21]1[CH2:25][CH2:24][CH2:23][C@H:22]1[C:26]([O:28][CH2:29][C:30](=[O:37])[C:31]1[CH:32]=[CH:33][CH:34]=[CH:35][CH:36]=1)=[O:27])=[O:19])[NH:17][CH2:43][C:42]1[CH:45]=[CH:46][C:39]([Cl:38])=[CH:40][CH:41]=1)=[O:11])[C:3]1[CH:4]=[CH:5][CH:6]=[CH:7][CH:8]=1 |f:0.1,3.4,5.6,7.8|. Procedure: To a mixture of 2-oxo-2-phenylethyl (1R,2S)-2-({N5-[(benzyloxy)carbonyl]-L-ornithyl}amino)cyclopentanecarboxylate hydrochloride (0.30 g) and methylene chloride (6.0 ml) were added 4-chlorobenzaldehyde (87 mg), sodium acetate (53 mg), and sodium borohydride (215 mg) at room temperature, followed by stirring at room temperature over one night. To a reaction mixture was added a saturated sodium bicarbonate solution under ice-cooling to adjust the pH to about 7, followed by extraction with ethyl ace... Starting materials: CCOC(=O)c1oc2cccc(OS(=O)(=O)C(F)(F)F)c2c1C, C=C[Sn](CCCC)(CCCC)CCCC, [Cl-], [Li+], CN(C)C=O, O, c1ccc(P(c2ccccc2)(c2ccccc2)[Pd](P(c2ccccc2)(c2ccccc2)c2ccccc2)(P(c2ccccc2)(c2ccccc2)c2ccccc2)P(c2ccccc2)(c2ccccc2)c2ccccc2)cc1. The product is C=Cc1cccc2oc(C(=O)OCC)c(C)c12. RXN SMILES: [CH2:1]([CH3:2])[O:3][C:4](=[O:5])[c:6]1[o:7][c:8]2[c:9]([c:10]1[CH3:11])[c:12]([O:16][S:17]([C:18]([F:19])([F:20])[F:21])(=[O:22])=[O:23])[cH:13][cH:14][cH:15]2.[CH:24](=[CH2:25])[Sn:26]([CH2:27][CH2:28][CH2:29][CH3:30])([CH2:31][CH2:32][CH2:33][CH3:34])[CH2:35][CH2:36][CH2:37][CH3:38].[Cl-:40].[Li+:39].[O:41]=[CH:42][N:43]([CH3:44])[CH3:45].[OH2:46].[cH:47]1[cH:48][cH:49][c:50]([P:51]([Pd:52]([P:53]([c:54]2[cH:55][cH:56][cH:57][cH:58][cH:59]2)([c:60]2[cH:61][cH:62][cH:63][cH:64][cH:65]2)[c:66]2[cH:67][cH:68][cH:69][cH:70][cH:71]2)([P:72]([c:73]2[cH:74][cH:75][cH:76][cH:77][cH:78]2)([c:79]2[cH:80][cH:81][cH:82][cH:83][cH:84]2)[c:85]2[cH:86][cH:87][cH:88][cH:89][cH:90]2)[P:91]([c:92]2[cH:93][cH:94][cH:95][cH:96][cH:97]2)([c:98]2[cH:99][cH:100][cH:101][cH:102][cH:103]2)[c:104]2[cH:105][cH:106][cH:107][cH:108][cH:109]2)([c:110]2[cH:111][cH:112][cH:113][cH:114][cH:115]2)[c:116]2[cH:117][cH:118][cH:119][cH:120][cH:121]2)[cH:122][cH:123]1>>[CH2:1]([CH3:2])[O:3][C:4](=[O:5])[c:6]1[o:7][c:8]2[c:9]([c:10]1[CH3:11])[c:12]([CH:24]=[CH2:25])[cH:13][cH:14][cH:15]2. The reactants are [Si](C)(C)(C(C)(C)C)O[C@H]1C[C@@H](CC2=CC=C3[C@@H]4CC=C(C(C)(C)O)[C@]4(CC[C@@H]3[C@@]12C)C)O[Si](C)(C)C(C)(C)C (1α,3β-Bis(tert-butyldimethylsilyloxy)-20-hydroxy-20-methylpregna-5,7,16-triene), [H-].[K+] (potassium hydride), C1COC2=CC=CC=C2OCCOCCOC3=CC=CC=C3OCCO1 (dibenzo-18-crown-6), O1CC1(CC)CC (1,2-epoxy-2-ethylbutane). The solvent is C1(=CC=CC=C1)C (toluene). The product is [Si](C)(C)(C(C)(C)C)O[C@H]1C[C@@H](CC2=CC=C3[C@@H]4CC=C(C(C)(C)OCC(CC)(O)CC)[C@]4(CC[C@@H]3[C@@]12C)C)O[Si](C)(C)C(C)(C)C (1α,3β-bis(tert-butyldimethylsilyloxy)-20-(2-ethyl-2-hydroxybutoxy)-20-methylpregna-5,7,16-triene), [Si](C)(C)(C(C)(C)C)O[C@H]1C[C@@H](CC2=CC=C3[C@@H]4CC=C(C(C)(C)O)[C@]4(CC[C@@H]3[C@@]12C)C)O[Si](C)(C)C(C)(C)C (1α,3β-bis(tert-butyldimethylsilyloxy)-20-hydroxy-20-methylpregna-5,7,16-triene). Isolated yield 53.0%. RXN SMILES: [Si:1]([O:8][C@@H:9]1[C@@:29]2([CH3:30])[C:13](=[CH:14][CH:15]=[C:16]3[C@@H:28]2[CH2:27][CH2:26][C@@:25]2([CH3:31])[C@H:17]3[CH2:18][CH:19]=[C:20]2[C:21]([OH:24])([CH3:23])[CH3:22])[CH2:12][C@@H:11]([O:32][Si:33]([C:36]([CH3:39])([CH3:38])[CH3:37])([CH3:35])[CH3:34])[CH2:10]1)([C:4]([CH3:7])([CH3:6])[CH3:5])([CH3:3])[CH3:2].[H-].[K+].C1OCCOC2C(=CC=CC=2)OCCOCCOC2C(=CC=CC=2)OC1.[O:68]1[C:70]([CH2:73][CH3:74])([CH2:71][CH3:72])[CH2:69]1>C1(C)C=CC=CC=1>[Si:1]([O:8][C@@H:9]1[C@@:29]2([CH3:30])[C:13](=[CH:14][CH:15]=[C:16]3[C@@H:28]2[CH2:27][CH2:26][C@@:25]2([CH3:31])[C@H:17]3[CH2:18][CH:19]=[C:20]2[C:21]([O:24][CH2:69][C:70]([CH2:73][CH3:74])([OH:68])[CH2:71][CH3:72])([CH3:23])[CH3:22])[CH2:12][C@@H:11]([O:32][Si:33]([C:36]([CH3:39])([CH3:38])[CH3:37])([CH3:34])[CH3:35])[CH2:10]1)([C:4]([CH3:7])([CH3:6])[CH3:5])([CH3:3])[CH3:2].[Si:1]([O:8][C@@H:9]1[C@@:29]2([CH3:30])[C:13](=[CH:14][CH:15]=[C:16]3[C@@H:28]2[CH2:27][CH2:26][C@@:25]2([CH3:31])[C@H:17]3[CH2:18][CH:19]=[C:20]2[C:21]([OH:24])([CH3:23])[CH3:22])[CH2:12][C@@H:11]([O:32][Si:33]([C:36]([CH3:39])([CH3:38])[CH3:37])([CH3:34])[CH3:35])[CH2:10]1)([C:4]([CH3:7])([CH3:6])[CH3:5])([CH3:3])[CH3:2] |f:1.2|. Procedure details: 1α,3β-Bis(tert-butyldimethylsilyloxy)-20-hydroxy-20-methylpregna-5,7,16-triene (261.4 mg, 0.456 mmol), potassium hydride (35% in oil, 0.53 ml, 4.625 mmol), dibenzo-18-crown-6 (165 mg, 0.458 mmol), toluene (0.75 ml) and 1,2-epoxy-2-ethylbutane (450 mg, 4.493 mmol) were subjected to reaction using a procedure similar to that of Example 21(1) (at external temperature of 95° C. for 2 hours and 10 min.), worked up and the thus obtained residue was purified by column chromatography (hexane:ethyl aceta...